Task: describe an organic reaction: reactants, conditions, products, and yield. Dataset: the Open Reaction Database (ORD), a public repository of structured organic reaction records Starting materials: ClC1=NC=CC(=C1)N(C(C)=O)C (N-(2-chloro-pyridin-4-yl)-N-methyl-acetamide), C1(CCCC1)N1CCNCC1 (1-(cyclopentyl)-piperazine). Run at temperature 120 celsius. The product is C1(CCCC1)N1CCN(CC1)C1=NC=CC(=C1)N(C(C)=O)C (N-[2-(4-Cyclopentyl-piperazin-1-yl)-pyridin-4-yl]-N-methyl-acetamide). RXN SMILES: Cl[C:2]1[CH:7]=[C:6]([N:8]([CH3:12])[C:9](=[O:11])[CH3:10])[CH:5]=[CH:4][N:3]=1.[CH:13]1([N:18]2[CH2:23][CH2:22][NH:21][CH2:20][CH2:19]2)[CH2:17][CH2:16][CH2:15][CH2:14]1>>[CH:13]1([N:18]2[CH2:19][CH2:20][N:21]([C:2]3[CH:7]=[C:6]([N:8]([CH3:12])[C:9](=[O:11])[CH3:10])[CH:5]=[CH:4][N:3]=3)[CH2:22][CH2:23]2)[CH2:14][CH2:15][CH2:16][CH2:17]1. Procedure details: A mixture of 4 g (22 mmol) N-(2-chloro-pyridin-4-yl)-N-methyl-acetamide and 3.5 g (23 mmol) 1-(cyclopentyl)-piperazine was heated to 120° C. for 24 h. The crude product was purified by flash column chromatography on silica eluting with a gradient formed from heptane and ethyl acetate (0.1% NEt3) to yield after evaporation of the product fractions 3.3 g (50%) of the title compound as light brow oil. MS: (m/e): 303.3 (MH+). Starting materials: C[C@@H]1CNC(C=2N1C1=C(C2)C=CC(=N1)C(=O)O)=O ((9R)-9-methyl-6-oxo-6,7,8,9-tetrahydropyrido[3′,2′:4,5]pyrrolo[1,2-a]pyrazine-2-carboxylic acid), C[C@@H]1CNC(C=2N1C1=C(C2)C=CC(=N1)C(=O)O)=O ((9R)-9-methyl-6-oxo-6,7,8,9-tetrahydropyrido[3′,2′:4,5]pyrrolo[1,2-a]pyrazine-2-carboxylic acid), NC[C@@H](C)O ((R)-1-Aminopropan-2-ol). Yields the product C[C@H]1CNC(C=2N1C1=C(C2)C=CC(=N1)C(=O)O)=O ((9S)-9-Methyl-6-oxo-6,7,8,9-tetrahydropyrido[3′,2′:4,5]pyrrolo[1,2-a]pyrazine-2-carboxylic acid). RXN SMILES: [CH3:1][C@H:2]1[N:7]2[C:8]3[N:14]=[C:13]([C:15]([OH:17])=[O:16])[CH:12]=[CH:11][C:9]=3[CH:10]=[C:6]2[C:5](=[O:18])[NH:4][CH2:3]1.NC[C@H](O)C>>[CH3:1][C@@H:2]1[N:7]2[C:8]3[N:14]=[C:13]([C:15]([OH:17])=[O:16])[CH:12]=[CH:11][C:9]=3[CH:10]=[C:6]2[C:5](=[O:18])[NH:4][CH2:3]1. Procedure: (9S)-9-Methyl-6-oxo-6,7,8,9-tetrahydropyrido[3′,2′:4,5]pyrrolo[1,2-a]pyrazine-2-carboxylic acid is synthesized using the similar procedure used to prepare (9R)-9-methyl-6-oxo-6,7,8,9-tetrahydropyrido[3′,2′:4,5]pyrrolo[1,2-a]pyrazine-2-carboxylic acid (Intermediate J), replacing (S)-1-Aminopropan-2-ol with (R)-1-Aminopropan-2-ol in Step 1. Starting materials: ClC=1C=C(C(=O)OO)C=CC1 (3-Chloroperoxybenzoic acid), C(C)(C)C1(N=C(NC1=O)C1=C(C(=O)OC)C=C(C=N1)CSC1=CC=CC=C1)C (2-(4-isopropyl-4-methyl-5-oxo-2-imidazolin-2-yl)-5-[(phenylthio)methyl]nicotinic acid, methyl ester), C([O-])(O)=O.[Na+] (sodium bicarbonate). The solvent is C(Cl)Cl (methylene chloride), S(=O)(=O)([O-])S(=O)[O-].[Na+].[Na+] (sodium metabisulfite). Reaction conditions: temperature -78 celsius, time 30 minute. Yields the product C(C)(C)C1(N=C(NC1=O)C1=C(C(=O)OC)C=C(C=N1)CS(=O)C1=CC=CC=C1)C (Methyl 2-(4-isopropyl-4-methyl-5-oxo-2-imidazolin-2-yl)-5-[(phenylsulfinyl)methyl]nicotinate). The yield is 93.1%. As a reaction SMILES: ClC1C=C(C=CC=1)C(OO)=[O:6].[CH:12]([C:15]1([CH3:39])[C:19](=[O:20])[NH:18][C:17]([C:21]2[N:30]=[CH:29][C:28]([CH2:31][S:32][C:33]3[CH:38]=[CH:37][CH:36]=[CH:35][CH:34]=3)=[CH:27][C:22]=2[C:23]([O:25][CH3:26])=[O:24])=[N:16]1)([CH3:14])[CH3:13].C(=O)(O)[O-].[Na+]>C(Cl)Cl.S(S([O-])=O)([O-])(=O)=O.[Na+].[Na+]>[CH:12]([C:15]1([CH3:39])[C:19](=[O:20])[NH:18][C:17]([C:21]2[N:30]=[CH:29][C:28]([CH2:31][S:32]([C:33]3[CH:38]=[CH:37][CH:36]=[CH:35][CH:34]=3)=[O:6])=[CH:27][C:22]=2[C:23]([O:25][CH3:26])=[O:24])=[N:16]1)([CH3:14])[CH3:13] |f:2.3,5.6.7|. Procedure: 3-Chloroperoxybenzoic acid (20 mL, 0.00252 mol) is added dropwise to a -78° C. solution of 2-(4-isopropyl-4-methyl-5-oxo-2-imidazolin-2-yl)-5-[(phenylthio)methyl]nicotinic acid, methyl ester (1.0 g, 0.00252 mol) and sodium bicarbonate (0.2 g, 0.00238 mol) in methylene chloride. The reaction mixture is stirred at -78° C. for 30 minutes and then at room temperature for 24 hours. The reaction mixture is diluted with 5% sodium metabisulfite solution. The methylene chloride layer is separated, washed... Starting materials: C(C)(=O)OCC (Ethyl acetate), ClC1=CC=C(C=C1)CCNC(C1=CC=C(C=C1)O)=O (N-[2-(4-chlorophenyl)ethyl]-4-hydroxy benzamide), COC(=O)C1=CN=C(C2=CC=CC=C12)Cl (1-chloro-isoquinoline-4-carboxylic acid methyl ester), C([O-])([O-])=O.[K+].[K+] (potassium carbonate). Run in CN(C)C=O (DMF). Run at temperature 60 celsius, time 2 hour. Yields the product ClC1=CC=C(C=C1)CCNC(=O)C1=CC=C(OC2=NC=C(C3=CC=CC=C23)C(=O)OC)C=C1 (methyl 1-(4-{[2-(4-chlorophenyl)ethyl]carbamoyl}phenoxy)isoquinoline-4-carboxylate). The yield is 84.9%. Reaction SMILES: [Cl:1][C:2]1[CH:7]=[CH:6][C:5]([CH2:8][CH2:9][NH:10][C:11](=[O:19])[C:12]2[CH:17]=[CH:16][C:15]([OH:18])=[CH:14][CH:13]=2)=[CH:4][CH:3]=1.[CH3:20][O:21][C:22]([C:24]1[C:33]2[C:28](=[CH:29][CH:30]=[CH:31][CH:32]=2)[C:27](Cl)=[N:26][CH:25]=1)=[O:23].C(=O)([O-])[O-].[K+].[K+].C(OCC)(=O)C>CN(C=O)C>[Cl:1][C:2]1[CH:7]=[CH:6][C:5]([CH2:8][CH2:9][NH:10][C:11]([C:12]2[CH:13]=[CH:14][C:15]([O:18][C:27]3[C:28]4[C:33](=[CH:32][CH:31]=[CH:30][CH:29]=4)[C:24]([C:22]([O:21][CH3:20])=[O:23])=[CH:25][N:26]=3)=[CH:16][CH:17]=2)=[O:19])=[CH:4][CH:3]=1 |f:2.3.4|. Procedure details: A suspension of N-[2-(4-chlorophenyl)ethyl]-4-hydroxy benzamide (605 mg) and 1-chloro-isoquinoline-4-carboxylic acid methyl ester (443 mg) and potassium carbonate (332 mg) in DMF (4 ml) was stirred at 60° C. for two hours. Ethyl acetate was added thereto, and the reaction solution was washed with water, and then washed with a saturated saline solution. The organic layer was dried over anhydrous magnesium sulfate, and then evaporated under reduced pressure to remove the solvent. The resulting cru...